The task is: describe an organic reaction: reactants, conditions, products, and yield. This data is from the Open Reaction Database (ORD), a public repository of structured organic reaction records. The reactants are Cc1cc2cccc(N)c2o1, O=S(=O)(Nc1cccc2nc(Cl)ccc12)c1cc(F)cc(F)c1, C1COCCO1. Product: Cc1cc2cccc(Nc3ccc4c(NS(=O)(=O)c5cc(F)cc(F)c5)cccc4n3)c2o1. Reaction SMILES: [CH3:24][c:25]1[o:26][c:27]2[c:28]([cH:29]1)[cH:30][cH:31][cH:32][c:33]2[NH2:34].[Cl:1][c:2]1[n:3][c:4]2[cH:5][cH:6][cH:7][c:8]([NH:12][S:13](=[O:14])(=[O:15])[c:16]3[cH:17][c:18]([F:23])[cH:19][c:20]([F:22])[cH:21]3)[c:9]2[cH:10][cH:11]1.[O:35]1[CH2:36][CH2:37][O:38][CH2:39][CH2:40]1>>[c:2]1([NH:34][c:33]2[c:27]3[o:26][c:25]([CH3:24])[cH:29][c:28]3[cH:30][cH:31][cH:32]2)[n:3][c:4]2[cH:5][cH:6][cH:7][c:8]([NH:12][S:13](=[O:14])(=[O:15])[c:16]3[cH:17][c:18]([F:23])[cH:19][c:20]([F:22])[cH:21]3)[c:9]2[cH:10][cH:11]1.